Task: describe an organic reaction: reactants, conditions, products, and yield. Dataset: the Open Reaction Database (ORD), a public repository of structured organic reaction records Starting materials: ON(C(=O)N)[C@H](C)C#C ((R)-N-hydroxy-N-(3-butyn-2-yl)urea), C1(=CC=CC=C1)P(C1=CC=CC=C1)C1=CC=CC=C1 (triphenylphosphine), C(C)NCC (diethylamine), IC=1SC(=CC1)CC1=CC=C(C=C1)F (2-iodo-5-(4-fluorophenylmethyl)thiophene). The reagents and catalysts are CC#N.CC#N.Cl[Pd]Cl (bis(acetonitrile)palladium(II) chloride), [Cu]I (copper (I) iodide). Run in CN(C)C=O (DMF). Reaction conditions: time 22 hour. Product: FC1=CC=C(C=C1)CC1=CC=C(S1)C#C[C@@H](C)N(C(=O)N)O ((R)-N-{3-[5-(4-fluorophenylmethyl)thien-2-yl]-1-methyl-2-propynyl}-N-hydroxyurea). Yield: 17.8%. As a reaction SMILES: I[C:2]1[S:3][C:4]([CH2:7][C:8]2[CH:13]=[CH:12][C:11]([F:14])=[CH:10][CH:9]=2)=[CH:5][CH:6]=1.[OH:15][N:16]([C@@H:20]([C:22]#[CH:23])[CH3:21])[C:17]([NH2:19])=[O:18].C1(P(C2C=CC=CC=2)C2C=CC=CC=2)C=CC=CC=1.C(NCC)C>CN(C=O)C.CC#N.CC#N.Cl[Pd]Cl.[Cu]I>[F:14][C:11]1[CH:12]=[CH:13][C:8]([CH2:7][C:4]2[S:3][C:2]([C:23]#[C:22][C@H:20]([N:16]([OH:15])[C:17]([NH2:19])=[O:18])[CH3:21])=[CH:6][CH:5]=2)=[CH:9][CH:10]=1 |f:5.6.7|. Procedure: To a solution of 2-iodo-5-(4-fluorophenylmethyl)thiophene (5.30 g, 16.6 mmol), prepared as in step 2, in anhydrous DMF (5.0 mL) was added (R)-N-hydroxy-N-(3-butyn-2-yl)urea (2.12 g, 16.6 mmol), triphenylphosphine (84 mg, 0.32 mmol), bis(acetonitrile)palladium(II) chloride (40 mg, 0.16 mmol), copper (I) iodide (16 rag, 0.08 mmol), and diethylamine (5.6 ml). The mixture was stirred under nitrogen at ambient temperature for 22 hours and concentrated in vacuo at 32° C. The residue was subjected to c...